From a dataset of the Open Reaction Database (ORD), a public repository of structured organic reaction records. describe an organic reaction: reactants, conditions, products, and yield Starting materials: CN(C)CCCl, Cl, Cl, [H-], Nc1cccc(O)c1, [Na+], CN(C)C=O, O. Yields the product Cl, Cl, CN(C)CCOc1cccc(N)c1. As a reaction SMILES: [CH3:12][N:13]([CH2:14][CH2:15][Cl:16])[CH3:17].[ClH:11].[ClH:18].[H-:10].[NH2:1][c:2]1[cH:3][cH:4][cH:5][c:6]([OH:7])[cH:8]1.[Na+:9].[O:19]=[CH:20][N:21]([CH3:22])[CH3:23].[OH2:24]>>[ClH:11].[ClH:16].[NH2:1][c:2]1[cH:3][cH:4][cH:5][c:6]([O:7][CH2:15][CH2:14][N:13]([CH3:12])[CH3:17])[cH:8]1. Starting materials: C([O-])([O-])=O.[Cs+].[Cs+] (cesium carbonate), [Cl-] (chloride), [Cs] (cesium), C(=O)(OC(C)(C)C)N[C@@H](CCCCN)C(=O)O (Boc--Lysine), C([O-])([O-])=O.[Cs+].[Cs+] (cesium carbonate), N--Boc -Lys(Cl--z), [Cs] (cesium), C(=O)(OC(C)(C)C)N[C@@H](CCCCN)C(=O)O (Boc--Lysine). The solvent is O (water), CO (methanol). Run at temperature 55 celsius, time 48 hour. Yields the product N[C@@H](CCCCN)C(=O)O (lysine), amino acid. As a reaction SMILES: [Cs].[Cl-].C([NH:10][C@H:11]([C:17]([OH:19])=[O:18])[CH2:12][CH2:13][CH2:14][CH2:15][NH2:16])(OC(C)(C)C)=O.C(=O)([O-])[O-].[Cs+].[Cs+]>CO.O>[NH2:10][C@H:11]([C:17]([OH:19])=[O:18])[CH2:12][CH2:13][CH2:14][CH2:15][NH2:16] |f:3.4.5,^1:0|. Procedure: Attachment of N--Boc--Lys(Cl--z) to chloromethyl resin was performed by the cesium salt method. A sample of chloromethyl resin (200 g.) containing 0.74 mmol chloride per gram is treated with the cesium salt of Boc--Lys--(Cl--z) resulting from the neutralization of Boc--Lysine with cesium carbonate. About 73.8 grams of Boc--Lysine is dissolved in 80% methanol and 20% water and adjusted to pH 7.0 with about 29 grams of cesium carbonate. The resulting solution is dried on a rotary evaporator, then ...